From a dataset of the Open Reaction Database (ORD), a public repository of structured organic reaction records. describe an organic reaction: reactants, conditions, products, and yield Reactants: COC=1C=CC=C(C1C(=O)O)O (6-methoxysalicylic acid), [H-].[Na+] (sodium hydride), [Cl-].[NH4+] (ammonium chloride), C(C1=CC=CC=C1)Br (benzyl bromide). The solvent is O (water), CN(C)C=O (DMF). Conditions: time 5 minute. Product: C(C1=CC=CC=C1)OC(C1=C(C=CC=C1OC)OCC1=CC=CC=C1)=O (2-Benzyloxy-6-methoxybenzoic Acid Benzyl Ester). Yield: 118.8%. Reaction SMILES: [CH3:1][O:2][C:3]1[CH:4]=[CH:5][CH:6]=[C:7]([OH:12])[C:8]=1[C:9]([OH:11])=[O:10].[H-].[Na+].[CH2:15](Br)[C:16]1[CH:21]=[CH:20][CH:19]=[CH:18][CH:17]=1.[Cl-].[NH4+]>O.CN(C=O)C>[CH2:15]([O:10][C:9](=[O:11])[C:8]1[C:3]([O:2][CH3:1])=[CH:4][CH:5]=[CH:6][C:7]=1[O:12][CH2:9][C:8]1[CH:7]=[CH:6][CH:5]=[CH:4][CH:3]=1)[C:16]1[CH:21]=[CH:20][CH:19]=[CH:18][CH:17]=1 |f:1.2,4.5|. Reported procedure: While stirring a mixture of 6-methoxysalicylic acid (5.07 g, 30.15 mmol) and sodium hydride (60% w/w, 3.02 g, 75.38 mmol) under cooling with ice, DMF (30 mL) was added thereto. The mixture solution was stirred at the same temperature for 10 minutes, and then benzyl bromide (8.95 mL, 75.38 mmol) was added thereto over 5 minutes and the reaction mixture was stirred at the same temperature for 30 minutes and at room temperature for 2.5 hours. To the reaction mixture was added a saturated ammonium c... The reactants are CC(c1c(OCC2COC(C)(C)O2)ccc(F)c1Cl)c1cn(C(=O)OC(C)(C)C)c2ncc(Br)cc12, O=C([O-])[O-], C1COCCO1, Cc1c(B(O)O)cnn1C, [K+], [K+], O, c1ccc(P(c2ccccc2)(c2ccccc2)[Pd](P(c2ccccc2)(c2ccccc2)c2ccccc2)(P(c2ccccc2)(c2ccccc2)c2ccccc2)P(c2ccccc2)(c2ccccc2)c2ccccc2)cc1. The product is Cc1c(-c2cnc3c(c2)c(C(C)c2c(OCC4COC(C)(C)O4)ccc(F)c2Cl)cn3C(=O)OC(C)(C)C)cnn1C. RXN SMILES: [Br:1][c:2]1[cH:3][c:4]2[c:5]([n:6][cH:7]1)[n:8]([C:30](=[O:31])[O:32][C:33]([CH3:34])([CH3:35])[CH3:36])[cH:9][c:10]2[CH:11]([CH3:12])[c:13]1[c:14]([Cl:29])[c:15]([F:28])[cH:16][cH:17][c:18]1[O:19][CH2:20][CH:21]1[O:22][C:23]([CH3:26])([CH3:27])[O:24][CH2:25]1.[C:47](=[O:48])([O-:49])[O-:50].[CH2:53]1[O:54][CH2:55][CH2:56][O:57][CH2:58]1.[CH3:37][n:38]1[n:39][cH:40][c:41]([B:44]([OH:45])[OH:46])[c:42]1[CH3:43].[K+:51].[K+:52].[OH2:136].[cH:59]1[cH:60][cH:61][c:62]([P:63]([Pd:64]([P:65]([c:66]2[cH:67][cH:68][cH:69][cH:70][cH:71]2)([c:72]2[cH:73][cH:74][cH:75][cH:76][cH:77]2)[c:78]2[cH:79][cH:80][cH:81][cH:82][cH:83]2)([P:84]([c:85]2[cH:86][cH:87][cH:88][cH:89][cH:90]2)([c:91]2[cH:92][cH:93][cH:94][cH:95][cH:96]2)[c:97]2[cH:98][cH:99][cH:100][cH:101][cH:102]2)[P:103]([c:104]2[cH:105][cH:106][cH:107][cH:108][cH:109]2)([c:110]2[cH:111][cH:112][cH:113][cH:114][cH:115]2)[c:116]2[cH:117][cH:118][cH:119][cH:120][cH:121]2)([c:122]2[cH:123][cH:124][cH:125][cH:126][cH:127]2)[c:128]2[cH:129][cH:130][cH:131][cH:132][cH:133]2)[cH:134][cH:135]1>>[c:2]1(-[c:41]2[cH:40][n:39][n:38]([CH3:37])[c:42]2[CH3:43])[cH:3][c:4]2[c:5]([n:6][cH:7]1)[n:8]([C:30](=[O:31])[O:32][C:33]([CH3:34])([CH3:35])[CH3:36])[cH:9][c:10]2[CH:11]([CH3:12])[c:13]1[c:14]([Cl:29])[c:15]([F:28])[cH:16][cH:17][c:18]1[O:19][CH2:20][CH:21]1[O:22][C:23]([CH3:26])([CH3:27])[O:24][CH2:25]1. The reactants are OC(C)(C)C=1N=C(N(C1C(=O)OC)CC1=CC=C(C=C1)C1=C(C=CC=C1)C1=NN=NN1C(C1=CC=CC=C1)(C1=CC=CC=C1)C1=CC=CC=C1)C(C)OC (methyl 4-(1-hydroxy-1-methylethyl)-2-(1-methoxyethyl)-1-{4-[2-(trityltetrazol-5-yl)phenyl]phenyl}methylimidazole-5-carboxylate), C(C)(=O)O (acetic acid), C(C1=CC=CC=C1)(C1=CC=CC=C1)(C1=CC=CC=C1)O (trityl alcohol). Solvent: O (water). Yields the product OC(C)(C)C=1N=C(N(C1C(=O)OC)CC1=CC=C(C=C1)C1=C(C=CC=C1)C1=NN=NN1)C(C)OC (Methyl 4-(1-hydroxy-1-methylethyl)-2-(1-methoxyethyl)-1-{4-[2-(tetrazol-5-yl)phenyl]phenyl}methylimidazole-5-carboxylate). Isolated yield 83.2%. Reaction SMILES: [OH:1][C:2]([C:5]1[N:6]=[C:7]([CH:51]([O:53][CH3:54])[CH3:52])[N:8]([CH2:14][C:15]2[CH:20]=[CH:19][C:18]([C:21]3[CH:26]=[CH:25][CH:24]=[CH:23][C:22]=3[C:27]3[N:31](C(C4C=CC=CC=4)(C4C=CC=CC=4)C4C=CC=CC=4)[N:30]=[N:29][N:28]=3)=[CH:17][CH:16]=2)[C:9]=1[C:10]([O:12][CH3:13])=[O:11])([CH3:4])[CH3:3].C(O)(=O)C.C(O)(C1C=CC=CC=1)(C1C=CC=CC=1)C1C=CC=CC=1>O>[OH:1][C:2]([C:5]1[N:6]=[C:7]([CH:51]([O:53][CH3:54])[CH3:52])[N:8]([CH2:14][C:15]2[CH:16]=[CH:17][C:18]([C:21]3[CH:26]=[CH:25][CH:24]=[CH:23][C:22]=3[C:27]3[NH:31][N:30]=[N:29][N:28]=3)=[CH:19][CH:20]=2)[C:9]=1[C:10]([O:12][CH3:13])=[O:11])([CH3:4])[CH3:3]. Procedure: A solution of 600 mg of methyl 4-(1-hydroxy-1-methylethyl)-2-(1-methoxyethyl)-1-{4-[2-(trityltetrazol-5-yl)phenyl]phenyl}methylimidazole-5-carboxylate [prepared as described in step (a) above] in 10 ml of a 25% v/v aqueous solution of acetic acid was stirred at 60° C. for 1.5 hours. The solution was then mixed with 10 ml of water and cooled with ice. The trityl alcohol which appeared as crystals was filtered off. The filtrate was concentrated by distillation under reduced pressure, and then acet... The reactants are O (water), COCOC1=C(C=CC=C1)C1(CC1)C1=C(C=C(C=C1)C)OC (1-(2-methoxymethoxyphenyl)-1-(2-methoxy-4-methylphenyl)cyclopropane), solution, BrB(CC)CC (bromodiethylborane). Solvent: ClCCl (dichloromethane). Conditions: time 8 hour. The product is OC1=C(C=CC=C1)C1(CC1)C1=C(C=C(C=C1)C)OC (1-(2-hydroxyphenyl)-1-(2-methoxy-4-methylphenyl)cyclopropane). RXN SMILES: COC[O:4][C:5]1[CH:10]=[CH:9][CH:8]=[CH:7][C:6]=1[C:11]1([C:14]2[CH:19]=[CH:18][C:17]([CH3:20])=[CH:16][C:15]=2[O:21][CH3:22])[CH2:13][CH2:12]1.BrB(CC)CC.O>ClCCl>[OH:4][C:5]1[CH:10]=[CH:9][CH:8]=[CH:7][C:6]=1[C:11]1([C:14]2[CH:19]=[CH:18][C:17]([CH3:20])=[CH:16][C:15]=2[O:21][CH3:22])[CH2:13][CH2:12]1. Reported procedure: A solution prepared from 490 mg (1.64 mmol) of 1-(2-methoxymethoxyphenyl)-1-(2-methoxy-4-methylphenyl)cyclopropane and 6.1 ml of a 1 M solution (8.2 mmol) of bromodiethylborane in dichloromethane was stirred overnight under an argon atmosphere. Ten ml of water were added, the phases were separated, and the aqueous phase was extracted twice with 20 ml of dichloromethane. The combined organic extracts were dried over magnesium sulfate and concentrated by evaporation under reduced pressure to obtai...